From a dataset of the Open Reaction Database (ORD), a public repository of structured organic reaction records. describe an organic reaction: reactants, conditions, products, and yield Starting materials: BrC=1N=C(N(C1)C1=NC(=NC=C1)N[C@@H](C)C1=CC=CC=C1)C1=CC=C(C=C1)F (4-Bromo-2-(4-fluorophenyl)-1-(2-[1-(S)-phenylethyl]amino-4-pyrimidyl)imidazole), C[Sn](C1=CC=NC=C1)(C)C (4-trimethylstannylpyridine), C(=O)([O-])[O-].[Na+].[Na+] (Na2CO3). The reagents and catalysts are Cl[Pd]([P](C1=CC=CC=C1)(C2=CC=CC=C2)C3=CC=CC=C3)([P](C4=CC=CC=C4)(C5=CC=CC=C5)C6=CC=CC=C6)Cl (PdCl2(PPh3)2). Solvent: xylenes. Yields the product FC1=CC=C(C=C1)C=1N(C=C(N1)C1=CC=NC=C1)C1=NC(=NC=C1)N[C@@H](C)C1=CC=CC=C1 (2-(4-Fluorophenyl)-1-(2-[1-(S)-phenyl-ethyl]amino-4-pyrimidyl) 4-(4-pyridyl)imidazole). The yield is 78.4%. Reaction SMILES: Br[C:2]1[N:3]=[C:4]([C:22]2[CH:27]=[CH:26][C:25]([F:28])=[CH:24][CH:23]=2)[N:5]([C:7]2[CH:12]=[CH:11][N:10]=[C:9]([NH:13][C@H:14]([C:16]3[CH:21]=[CH:20][CH:19]=[CH:18][CH:17]=3)[CH3:15])[N:8]=2)[CH:6]=1.C[Sn](C)(C)[C:31]1[CH:36]=[CH:35][N:34]=[CH:33][CH:32]=1.C([O-])([O-])=O.[Na+].[Na+]>Cl[Pd](Cl)([P](C1C=CC=CC=1)(C1C=CC=CC=1)C1C=CC=CC=1)[P](C1C=CC=CC=1)(C1C=CC=CC=1)C1C=CC=CC=1>[F:28][C:25]1[CH:26]=[CH:27][C:22]([C:4]2[N:5]([C:7]3[CH:12]=[CH:11][N:10]=[C:9]([NH:13][C@H:14]([C:16]4[CH:21]=[CH:20][CH:19]=[CH:18][CH:17]=4)[CH3:15])[N:8]=3)[CH:6]=[C:2]([C:31]3[CH:36]=[CH:35][N:34]=[CH:33][CH:32]=3)[N:3]=2)=[CH:23][CH:24]=1 |f:2.3.4,^1:47,66|. Reported procedure: 4-Bromo-2-(4-fluorophenyl)-1-(2-[1-(S)-phenylethyl]amino-4-pyrimidyl)imidazole (1.0 g; 2.28 mmol), 4-trimethylstannylpyridine (660 mg; 2.74 mmol) and PdCl2(PPh3)2 (160 mg; 0.228 mmol) are dissolved in xylenes (23 ml) and refluxed for 4 h. The reaction mixture is poured on saturated Na2CO3 solution and extracted with ethyl acetate three times. The combined organic phases were dried over Na2SO4, filtered, evaporated to dryness and purified via SiO2 chromatography (TBME/MeOH/NH3conc 99/9/0.1) to yi... Reactants: solution, C(C)(C)(C)OC(=O)N1[C@@H](C[C@H](C1)OCC1=CC=CC=C1)C(=O)O ((2S,4R)-4-Benzyloxy-pyrrolidine-1,2-dicarboxylic acid 1-tert-butyl ester), ice water. Solvent: C1CCOC1 (THF), C1CCOC1 (THF). Run at temperature 0 celsius, time 1 hour. Product: C(C)(C)(C)OC(=O)N1[C@@H](C[C@H](C1)OCC1=CC=CC=C1)CO ((2S,4R)-4-Benzyloxy-2-hydroxymethyl-pyrrolidine-1-carboxylic acid tert-butyl ester). Reaction SMILES: [C:1]([O:5][C:6]([N:8]1[CH2:12][C@H:11]([O:13][CH2:14][C:15]2[CH:20]=[CH:19][CH:18]=[CH:17][CH:16]=2)[CH2:10][C@H:9]1[C:21](O)=[O:22])=[O:7])([CH3:4])([CH3:3])[CH3:2]>C1COCC1>[C:1]([O:5][C:6]([N:8]1[CH2:12][C@H:11]([O:13][CH2:14][C:15]2[CH:16]=[CH:17][CH:18]=[CH:19][CH:20]=2)[CH2:10][C@H:9]1[CH2:21][OH:22])=[O:7])([CH3:4])([CH3:3])[CH3:2]. Reported procedure: (2S,4R)-4-Benzyloxy-pyrrolidine-1,2-dicarboxylic acid 1-tert-butyl ester (960 mg, 3 mmol) in THF (5 mL) was cooled to 0° C. using ice-water bath. Then 1M solution of BH3 (6 mL, 6 mmol) in THF was added under nitrogen over period of 30 min. Reaction was stirred at 0° C. for 2 h and at rt for another 1 h. Reaction mixture was poured over ice water and product was extracted with EtOAc. Organic layers were combined, washed with water, brine, saturated sodium bicarbonate, dried over anhydrous MgSO4 a... Reactants: C(C1=CC=CC=C1)N(C1=C(C(=NC=N1)NC=1C=C(C=CC1)NC(OC(C)(C)C)=O)[N+](=O)[O-])CC1=CC=CC=C1 (tert-Butyl 3-(6-(dibenzylamino)-5-nitropyrimidin-4-ylamino)phenylcarbamate), [NH4+].[Cl-] (NH4Cl), CO (MeOH), O (H2O). Reagents/catalysts: [Fe] (Fe). Run in C1CCOC1 (THF). Conditions: temperature 50 celsius. Yields the product NC=1C(=NC=NC1N(CC1=CC=CC=C1)CC1=CC=CC=C1)NC=1C=C(C=CC1)NC(OC(C)(C)C)=O (tert-butyl 3-(5-amino-6-(dibenzylamino)pyrimidin-4-ylamino)phenylcarbamate). Yield: 46.0%. As a reaction SMILES: [CH2:1]([N:8]([CH2:33][C:34]1[CH:39]=[CH:38][CH:37]=[CH:36][CH:35]=1)[C:9]1[N:14]=[CH:13][N:12]=[C:11]([NH:15][C:16]2[CH:17]=[C:18]([NH:22][C:23](=[O:29])[O:24][C:25]([CH3:28])([CH3:27])[CH3:26])[CH:19]=[CH:20][CH:21]=2)[C:10]=1[N+:30]([O-])=O)[C:2]1[CH:7]=[CH:6][CH:5]=[CH:4][CH:3]=1.[NH4+].[Cl-].CO.O>C1COCC1.[Fe]>[NH2:30][C:10]1[C:11]([NH:15][C:16]2[CH:17]=[C:18]([NH:22][C:23](=[O:29])[O:24][C:25]([CH3:27])([CH3:26])[CH3:28])[CH:19]=[CH:20][CH:21]=2)=[N:12][CH:13]=[N:14][C:9]=1[N:8]([CH2:1][C:2]1[CH:7]=[CH:6][CH:5]=[CH:4][CH:3]=1)[CH2:33][C:34]1[CH:35]=[CH:36][CH:37]=[CH:38][CH:39]=1 |f:1.2|. Procedure details: To a solution of tert-butyl 3-(6-(dibenzylamino)-5-nitropyrimidin-4-ylamino)phenylcarbamate (2) (9.2 g, 17.5 mmol) in 100 mL THF were added Fe powder (9.8 g, 175 mmol), NH4Cl (18.7 g, 350 mmol), 100 mL MeOH and 20 mL H2O. The reaction mixture was heated at 50° C. for 7 hrs under N2. After cooling to rt, the reaction mixture was filtered through a pad of Celite. The filtrate was concentrated to 100 mL, and extracted with EtOAc (80 mL×3). The combined organic layer was washed with water (100 mL×2)... Starting materials: ClC1=C(C(=O)O)C=CC=C1Cl (2,3-dichlorobenzoic acid), FC(C1=NC=C(C=N1)C(CN)N1CCOCC1)(F)F (2-(2-(trifluoromethyl)pyrimidin-5-yl)-2-morpholin-4-yl-ethylamine). Yields the product ClC1=C(C(=O)NCC(C=2C=NC(=NC2)C(F)(F)F)N2CCOCC2)C=CC=C1Cl (2,3-Dichloro-N-[2-morpholino-2-[2-(trifluoromethyl)pyrimidin-5-yl]ethyl]benzamide). As a reaction SMILES: [Cl:1][C:2]1[C:10]([Cl:11])=[CH:9][CH:8]=[CH:7][C:3]=1[C:4]([OH:6])=O.[F:12][C:13]([F:30])([F:29])[C:14]1[N:19]=[CH:18][C:17]([CH:20]([N:23]2[CH2:28][CH2:27][O:26][CH2:25][CH2:24]2)[CH2:21][NH2:22])=[CH:16][N:15]=1>>[Cl:1][C:2]1[C:10]([Cl:11])=[CH:9][CH:8]=[CH:7][C:3]=1[C:4]([NH:22][CH2:21][CH:20]([N:23]1[CH2:28][CH2:27][O:26][CH2:25][CH2:24]1)[C:17]1[CH:18]=[N:19][C:14]([C:13]([F:29])([F:30])[F:12])=[N:15][CH:16]=1)=[O:6]. Procedure details: From 2,3-dichlorobenzoic acid and 2-(2-(trifluoromethyl)pyrimidin-5-yl)-2-morpholin-4-yl-ethylamine. Reactants: Cl.N1C=NC(=C1)CC(=O)O (1H-imidazole-4-acetic acid hydrochloride), Cl (hydrogen chloride), CO (methanol). Product: Cl.COC(CC=1N=CNC1)=O (1H-Imidazole-4-acetic acid methyl ester hydrochloride). As a reaction SMILES: [ClH:1].[NH:2]1[CH:6]=[C:5]([CH2:7][C:8]([OH:10])=[O:9])[N:4]=[CH:3]1.Cl.[CH3:12]O>>[ClH:1].[CH3:12][O:9][C:8](=[O:10])[CH2:7][C:5]1[N:4]=[CH:3][NH:2][CH:6]=1 |f:0.1,4.5|. Procedure: A solution of 1H-imidazole-4-acetic acid hydrochloride (4.00 g, 24.6 mmol) in methanol (100 ml) was saturated with gaseous hydrogen chloride. The resulting solution was allowed to stand at room temperature (RT) for 18 hr. The solvent was evaporated in vacuo to afford the title compound as a white solid. Reactants: C1(CC1)COC1=C(C=CC=C1OC)/C=C/C=1N=C2N(C(C1I)=O)C=CS2 (7-{(E)-2-[2-(Cyclopropylmethoxy)-3-methoxyphenyl]vinyl}-6-iodo-5H-[1,3]thiazolo[3,2-a]pyrimidin-5-one), ClC1=CN2C(=NC(=C(C2=O)I)\C=C\C2=C(C(=CC=C2)OC)OCC(C)(C)C)S1 (2-Chloro-7-{(E)-2-[2-(2,2-dimethylpropoxy)-3-methoxyphenyl]vinyl}-6-iodo-5H-[1,3]thiazolo[3,2-a]pyrimidin-5-one), [H-].[Na+] (NaH), C(C(C)C)OC1=C(C=O)C=CC=C1OC (2-isobutoxy-3-methoxybenzaldehyde). Solvent: CS(=O)C (DMSO). Yields the product ClC1=CN2C(=NC(=CC2=O)\C=C\C2=C(C(=CC=C2)OC)OCC(C)C)S1 (2-Chloro-7-[(E)-2-(2-isobutoxy-3-methoxyphenyl)vinyl]-5H-[1,3]thiazolo[3,2-a]pyrimidin-5-one). Yield: 583.4%. Reaction SMILES: [Cl:1][C:2]1[S:28][C:5]2=[N:6][C:7](/[CH:12]=[CH:13]/[C:14]3[CH:19]=[CH:18][CH:17]=[C:16]([O:20][CH3:21])[C:15]=3[O:22][CH2:23][C:24](C)([CH3:26])[CH3:25])=[C:8](I)[C:9](=[O:10])[N:4]2[CH:3]=1.[H-].[Na+].C(OC1C(OC)=CC=CC=1C=O)C(C)C.C1(COC2C(OC)=CC=CC=2/C=C/C2N=C3SC=CN3C(=O)C=2I)CC1>CS(C)=O>[Cl:1][C:2]1[S:28][C:5]2=[N:6][C:7](/[CH:12]=[CH:13]/[C:14]3[CH:19]=[CH:18][CH:17]=[C:16]([O:20][CH3:21])[C:15]=3[O:22][CH2:23][CH:24]([CH3:25])[CH3:26])=[CH:8][C:9](=[O:10])[N:4]2[CH:3]=1 |f:1.2|. Reported procedure: Step 2 intermediate from Intermediate 19 (1.2 g, 2.412 mmol) was reacted with NaH (60% dispersion in mineral oil, 105 mg, 2.610) and 2-isobutoxy-3-methoxybenzaldehyde (546 mg, 2.412 mmol) in dry DMSO (10 ml) according to the procedure outlined in Intermediate 2, Step 3 to yield 5.5 g of the desired compound as a white solid; 1H NMR (300 MHz, CDCl3) δ 1.03 (d, J=6.6 Hz, 6H), 1.98-2.06 (m, 1H), 3.68 (d, J=6.6 Hz, 2H), 3.79 (s, 3H), 6.30 (s, 1H), 6.98-7.16 (m, 3H), 7.30-7.33 (m, 1H), 8.05 (d, J=16.... Reactants: COc1ccc(COc2cc3c(cc2[N+](=O)[O-])C(Cc2cc(Br)c(OC)c(Br)c2)N(C(=O)OC(C)(C)C)CC3)cc1, CCOC(C)=O, O, O, Cl[Sn]Cl, c1ccncc1. The product is COc1ccc(COc2cc3c(cc2N)C(Cc2cc(Br)c(OC)c(Br)c2)N(C(=O)OC(C)(C)C)CC3)cc1. Reaction SMILES: [C:1]([CH3:2])([CH3:3])([CH3:4])[O:5][C:6](=[O:7])[N:8]1[CH:9]([CH2:31][c:32]2[cH:33][c:34]([Br:41])[c:35]([O:39][CH3:40])[c:36]([Br:38])[cH:37]2)[c:10]2[cH:11][c:12]([N+:28]([O-:29])=[O:30])[c:13]([O:18][CH2:19][c:20]3[cH:21][cH:22][c:23]([O:26][CH3:27])[cH:24][cH:25]3)[cH:14][c:15]2[CH2:16][CH2:17]1.[CH3:47][CH2:48][O:49][C:50](=[O:51])[CH3:52].[OH2:42].[OH2:43].[Sn:44]([Cl:45])[Cl:46].[cH:53]1[cH:54][cH:55][n:56][cH:57][cH:58]1>>[C:1]([CH3:2])([CH3:3])([CH3:4])[O:5][C:6](=[O:7])[N:8]1[CH:9]([CH2:31][c:32]2[cH:33][c:34]([Br:41])[c:35]([O:39][CH3:40])[c:36]([Br:38])[cH:37]2)[c:10]2[cH:11][c:12]([NH2:28])[c:13]([O:18][CH2:19][c:20]3[cH:21][cH:22][c:23]([O:26][CH3:27])[cH:24][cH:25]3)[cH:14][c:15]2[CH2:16][CH2:17]1. Reactants: C(C)(=O)O (acetic acid), C1(=CC=CC=C1)C (toluene), C(C)(=O)O (acetic acid), O=O (oxygen), O=O (oxygen). The reagents and catalysts are O.O.O.O.C(C)(=O)[O-].[Co+2].C(C)(=O)[O-] (cobalt acetate tetrahydrate), [Br-].[Na+] (sodium bromide), [Cr].[Co] (Hastelloy C). Conditions: temperature 23 celsius. Yields the product C(C1=CC=CC=C1)(=O)O (benzoic acid). The yield is 81.9%. As a reaction SMILES: [C:1]1(C)[CH:6]=[CH:5]C=[CH:3][CH:2]=1.O=O.[C:10]([OH:13])(=[O:12])[CH3:11]>[Cr].[Co].O.O.O.O.C([O-])(=O)C.[Co+2].C([O-])(=O)C.[Br-].[Na+]>[C:10]([OH:13])(=[O:12])[C:11]1[CH:5]=[CH:6][CH:1]=[CH:2][CH:3]=1 |f:3.4,5.6.7.8.9.10.11,12.13|. Procedure: A heated autoclave of Hastelloy C, equipped with stirrer, gas introduction tube, temperature sensor, pressure gauge and a pressurized reflux condenser was charged with 300 g of toluene, 100 g of acetic acid, 3 g of cobalt acetate tetrahydrate (Co(OAc)2.4H2O) and 1.5 g of sodium bromide. Through this mixture air was passed at 125°-130° C. and a pressure of 25 bar, with stirring, with a constant exhaust of 3 1/min. The reaction was observed by continuous measurement of the oxygen content in the ex... Solvent: CN(C=O)C (dimethylformamide). The yield is 79.0%. The product is C1(CC=CC1)COCC1=CC=C(C=C1)OC (1-((cyclopent-3-en-1-ylmethoxy)methyl)-4-methoxybenzene). Reported procedure: A solution of cyclopent-3-en-1-ylmethanol (3.50 g, 35.66 mmol) in anhydrous dimethylformamide (100 mL) at 0° C. was added sodium hydride (60% dispersion in mineral oil, 1.71 g, 42.79 mmol) portionwise under nitrogen. The mixture was stirred at 0° C. for 1 hour and then stirred at ambient temperature for 1 hour. para-Methoxybenzyl chloride (5.80 mL, 42.79 mmol) was added to the reaction mixture and the resulting mixture was stirred for 2 hours. The reaction mixture was quenched with methanol (10 ... As a reaction SMILES: [CH:1]1([CH2:6][OH:7])[CH2:5][CH:4]=[CH:3][CH2:2]1.[H-].[Na+].[CH3:10][O:11][C:12]1[CH:19]=[CH:18][C:15]([CH2:16]Cl)=[CH:14][CH:13]=1>CN(C)C=O>[CH:1]1([CH2:6][O:7][CH2:16][C:15]2[CH:18]=[CH:19][C:12]([O:11][CH3:10])=[CH:13][CH:14]=2)[CH2:5][CH:4]=[CH:3][CH2:2]1 |f:1.2|. Reactants: C1(CC=CC1)CO (cyclopent-3-en-1-ylmethanol), [H-].[Na+] (sodium hydride), COC1=CC=C(CCl)C=C1 (para-Methoxybenzyl chloride). Run at temperature 0 celsius, time 1 hour. Reactants: NCC1=C(NC2=C(C=CC=C2)F)C=CC=C1 (2-(aminomethyl)-N-(2-fluorophenyl)aniline), S(=O)(=O)(N)N (sulfamide). The solvent is COCCOCCOC (diglyme). Product: FC1=C(C=CC=C1)N1S(NCC2=C1C=CC=C2)(=O)=O (1-(2-fluorophenyl)-3,4-dihydro-1H-2,1,3-benzothiadiazine 2,2-dioxide). Isolated yield 69.6%. Reaction SMILES: [NH2:1][CH2:2][C:3]1[CH:16]=[CH:15][CH:14]=[CH:13][C:4]=1[NH:5][C:6]1[CH:11]=[CH:10][CH:9]=[CH:8][C:7]=1[F:12].[S:17](N)(N)(=[O:19])=[O:18]>COCCOCCOC>[F:12][C:7]1[CH:8]=[CH:9][CH:10]=[CH:11][C:6]=1[N:5]1[C:4]2[CH:13]=[CH:14][CH:15]=[CH:16][C:3]=2[CH2:2][NH:1][S:17]1(=[O:19])=[O:18]. Procedure details: A solution of 2-(aminomethyl)-N-(2-fluorophenyl)aniline (2.07 g, 9.6 mmol) and sulfamide (1.1 g, 11.5 mmol) in digylyme (10 mL) was added to a flask containing refluxing diglyme (15 mL) over 10 min. The reaction mixture was stirred at reflux for 1 h, then cooled to room temperature and was evaporated to a brown oil. The crude reaction product was purified by flash chromatography (SiO2, 3-50% ethyl acetate/heptane) to afford 1-(2-fluorophenyl)-3,4-dihydro-1H-2,1,3-benzothiadiazine 2,2-dioxide (1....